The task is: describe an organic reaction: reactants, conditions, products, and yield. This data is from the Open Reaction Database (ORD), a public repository of structured organic reaction records. RXN SMILES: CS(O)(=O)=O.[CH:6]([O:19][C:20]([C:22]1[N:23]2[CH:26]([S:27][CH2:28][C:29]=1[C:30]1[S:34][C:33]([CH2:35][C:36]3[CH:37]=[N:38][CH:39]=[CH:40][CH:41]=3)=[N:32][CH:31]=1)[CH:25]([NH:42]C(OC(C)(C)C)=O)[C:24]2=[O:50])=[O:21])([C:13]1[CH:18]=[CH:17][CH:16]=[CH:15][CH:14]=1)[C:7]1[CH:12]=[CH:11][CH:10]=[CH:9][CH:8]=1.C(=O)(O)[O-].[Na+].C(OCC)(=O)C>C(#N)C>[NH2:42][CH:25]1[C:24](=[O:50])[N:23]2[CH:26]1[S:27][CH2:28][C:29]([C:30]1[S:34][C:33]([CH2:35][C:36]3[CH:37]=[N:38][CH:39]=[CH:40][CH:41]=3)=[N:32][CH:31]=1)=[C:22]2[C:20]([O:19][CH:6]([C:13]1[CH:14]=[CH:15][CH:16]=[CH:17][CH:18]=1)[C:7]1[CH:12]=[CH:11][CH:10]=[CH:9][CH:8]=1)=[O:21] |f:2.3|. Reported procedure: A solution of methanesulphonic acid (10 cc) is added to a solution of 2-benzhydroxycarbonyl-7-t-butoxycarbonylamino-8-oxo-3-[2-(pyrid-3-ylmethyl)-thiazol-5-yl]-5-thia-1-azabicyclo[4.2.0]oct-2-ene (10 g) in acetonitrile (100 cc). The mixture is stirred for 5 minutes and is poured into a 50:50 (by volume) mixture (500 cc) of saturated sodium bicarbonate solution and ethyl acetate. The organic phase is decanted and then washed successively with distilled water (200 cc) and saturated sodium chloride... Solvent: C(C)#N (acetonitrile). The reactants are CS(=O)(=O)O (methanesulphonic acid), C(C1=CC=CC=C1)(C1=CC=CC=C1)OC(=O)C=1N2C(C(C2SCC1C1=CN=C(S1)CC=1C=NC=CC1)NC(=O)OC(C)(C)C)=O (2-benzhydroxycarbonyl-7-t-butoxycarbonylamino-8-oxo-3-[2-(pyrid-3-ylmethyl)-thiazol-5-yl]-5-thia-1-azabicyclo[4.2.0]oct-2-ene), C([O-])(O)=O.[Na+] (sodium bicarbonate), C(C)(=O)OCC (ethyl acetate). Yield: 75.4%. Run at time 5 minute. Product: NC1C2SCC(=C(N2C1=O)C(=O)OC(C1=CC=CC=C1)C1=CC=CC=C1)C1=CN=C(S1)CC=1C=NC=CC1 (7-Amino-2-benzhydryloxycarbonyl-8-oxo-3-[2-(pyrid-3-yl-methyl)-thiazol-5-yl]-5-thia-1-azabicyclo[4.2.0]oct-2-ene). Starting materials: C(C)OC(/C(=C/C1=C(C=C(C=C1)OCCC=1N=C(OC1C)C1=CC=CC=C1)C)/OCC)=O (2Z-ethoxy-3-{2-methyl-4-[2-(5-methyl-2-phenyl-oxazol-4-yl)-ethoxy]-phenyl}-acrylic acid ethyl ester). The solvent is C1CCOC1 (THF), CO (MeOH), O (water). Run at time 2 day. The product is C(C)O\C(\C(=O)O)=C/C1=C(C=C(C=C1)OCCC=1N=C(OC1C)C1=CC=CC=C1)C (2Z-Ethoxy-3-{2-methyl-4-[2-(5-methyl-2-phenyl-oxazol-4-yl)-ethoxy]-phenyl}-acrylic acid). The yield is 90.9%. Reaction SMILES: C([O:3][C:4](=[O:32])/[C:5](/[O:29][CH2:30][CH3:31])=[CH:6]/[C:7]1[CH:12]=[CH:11][C:10]([O:13][CH2:14][CH2:15][C:16]2[N:17]=[C:18]([C:22]3[CH:27]=[CH:26][CH:25]=[CH:24][CH:23]=3)[O:19][C:20]=2[CH3:21])=[CH:9][C:8]=1[CH3:28])C>C1COCC1.CO.O>[CH2:30]([O:29]/[C:5](=[CH:6]\[C:7]1[CH:12]=[CH:11][C:10]([O:13][CH2:14][CH2:15][C:16]2[N:17]=[C:18]([C:22]3[CH:23]=[CH:24][CH:25]=[CH:26][CH:27]=3)[O:19][C:20]=2[CH3:21])=[CH:9][C:8]=1[CH3:28])/[C:4]([OH:32])=[O:3])[CH3:31]. Procedure: To a solution of 0.40 g of 2Z-ethoxy-3-{2-methyl-4-[2-(5-methyl-2-phenyl-oxazol-4-yl)-ethoxy]-phenyl}-acrylic acid ethyl ester in 10 ml of THF, 5 ml of MeOH and 5 ml of water was added at 22° C. 0.116 g of LiOHxH2O and stirring was continued for 2 d. The yellow solution was evaporated, the residue dissolved in 20 ml of water and the pH was adjusted to 5 using ca. 2.6 ml of 1 N aqueous HCl. The suspension was filtered, the residue washed with water and dried to give 0.34 g (91%) of the title comp... The reactants are Fc1ncccc1-c1ccccc1Cl, [H-], [Na+], SC(c1ccccc1)C1CN(Cc2ccccc2)CCO1. Product: Clc1ccccc1-c1cccnc1SC(c1ccccc1)C1CN(Cc2ccccc2)CCO1. Reaction SMILES: [Cl:22][c:23]1[c:24](-[c:29]2[c:30]([F:35])[n:31][cH:32][cH:33][cH:34]2)[cH:25][cH:26][cH:27][cH:28]1.[H-:36].[Na+:37].[c:1]1([CH:7]([SH:8])[CH:9]2[O:10][CH2:11][CH2:12][N:13]([CH2:15][c:16]3[cH:17][cH:18][cH:19][cH:20][cH:21]3)[CH2:14]2)[cH:2][cH:3][cH:4][cH:5][cH:6]1>>[c:1]1([CH:7]([S:8][c:30]2[c:29](-[c:24]3[c:23]([Cl:22])[cH:28][cH:27][cH:26][cH:25]3)[cH:34][cH:33][cH:32][n:31]2)[CH:9]2[O:10][CH2:11][CH2:12][N:13]([CH2:15][c:16]3[cH:17][cH:18][cH:19][cH:20][cH:21]3)[CH2:14]2)[cH:2][cH:3][cH:4][cH:5][cH:6]1.